This data is from the Open Reaction Database (ORD), a public repository of structured organic reaction records. The task is: describe an organic reaction: reactants, conditions, products, and yield Reactants: FC1=CC=C(C=C1)C(CCCI)C1=CC=C(C=C1)F (1,1-bis(-4-fluorophenyl)-4-iodobutane), ClC1=CC=CC2=C1N(C(N2)=O)C2CCNCC2 (7-chloro-1,3-dihydro-1-(4-piperidinyl)-2H-benzimidazol-2-one), C([O-])([O-])=O.[Na+].[Na+] (sodium carbonate). Run in CC(CC(C)=O)C (4-methyl-2-pentanone). The product is ClC1=CC=CC2=C1N(C(N2)=O)C2CCN(CC2)CCCC(C2=CC=C(C=C2)F)C2=CC=C(C=C2)F (7-chloro-1-{1-[4,4-bis(4-fluorophenyl)butyl]-4-piperidinyl}-1,3-dihydro-2H-benzimidazol-2-one). As a reaction SMILES: [F:1][C:2]1[CH:7]=[CH:6][C:5]([CH:8]([C:13]2[CH:18]=[CH:17][C:16]([F:19])=[CH:15][CH:14]=2)[CH2:9][CH2:10][CH2:11]I)=[CH:4][CH:3]=1.[Cl:20][C:21]1[C:26]2[N:27]([CH:31]3[CH2:36][CH2:35][NH:34][CH2:33][CH2:32]3)[C:28](=[O:30])[NH:29][C:25]=2[CH:24]=[CH:23][CH:22]=1.C(=O)([O-])[O-].[Na+].[Na+]>CC(C)CC(=O)C>[Cl:20][C:21]1[C:26]2[N:27]([CH:31]3[CH2:36][CH2:35][N:34]([CH2:11][CH2:10][CH2:9][CH:8]([C:13]4[CH:18]=[CH:17][C:16]([F:19])=[CH:15][CH:14]=4)[C:5]4[CH:6]=[CH:7][C:2]([F:1])=[CH:3][CH:4]=4)[CH2:33][CH2:32]3)[C:28](=[O:30])[NH:29][C:25]=2[CH:24]=[CH:23][CH:22]=1 |f:2.3.4|. Procedure details: A mixture of 7.4 parts of 1,1-bis(-4-fluorophenyl)-4-iodobutane, 5 parts of 7-chloro-1,3-dihydro-1-(4-piperidinyl)-2H-benzimidazol-2-one, 5 parts of sodium carbonate and 56 parts of 4-methyl-2-pentanone is stirred and refluxed overnight. After cooling, the reaction mixture is poured onto water. The organic layer is separated, dried, filtered and concentrated to half its volume. From the residue, the product is allowed to crystallize. The product is filtered off and recrystallized from a mixture ... Reactants: ClC1=CC(=C(C#N)C=C1)OC1=C2CCC(C2=CC=C1)=O (4-Chloro-2-(1-oxoindan-4-yloxy)benzonitrile), CN (methylamine), C(#N)[BH3-].[Na+] (sodium cyanoborohydride), C(\C=C\C(=O)O)(=O)O (fumaric acid). The solvent is CO (methanol), C(C)(=O)O (acetic acid). The product is C(\C=C\C(=O)O)(=O)O.ClC1=CC(=C(C#N)C=C1)OC1=C2CCC(C2=CC=C1)NC (4-chloro-2-(1-methylaminoindan-4-yloxy)benzonitrile fumarate). Isolated yield 78.7%. As a reaction SMILES: [Cl:1][C:2]1[CH:9]=[CH:8][C:5]([C:6]#[N:7])=[C:4]([O:10][C:11]2[CH:19]=[CH:18][CH:17]=[C:16]3[C:12]=2[CH2:13][CH2:14][C:15]3=O)[CH:3]=1.CN.[C:23]([BH3-])#[N:24].[Na+].[C:27]([OH:34])(=[O:33])/[CH:28]=[CH:29]/[C:30]([OH:32])=[O:31]>CO.C(O)(=O)C>[C:27]([OH:34])(=[O:33])/[CH:28]=[CH:29]/[C:30]([OH:32])=[O:31].[Cl:1][C:2]1[CH:9]=[CH:8][C:5]([C:6]#[N:7])=[C:4]([O:10][C:11]2[CH:19]=[CH:18][CH:17]=[C:16]3[C:12]=2[CH2:13][CH2:14][CH:15]3[NH:24][CH3:23])[CH:3]=1 |f:2.3,7.8|. Reported procedure: 4-Chloro-2-(1-oxoindan-4-yloxy)benzonitrile (0.12 g, 0.42 mmol), methylamine (33% in ethanol, 1.0 mL, 8.0 mmol) and sodium cyanoborohydride (100 mg, 0.86 mmol) were stirred at ambient temperature in a solution of glacial acetic acid (1.0 mL) in methanol (30 mL) for 5 days. The solvent was removed in vacuo. The residue was treated with 10% sodium carbonate solution and extracted with ethyl acetate. The ethyl acetate layer was separated and fumaric acid (40 mg, 0.34 mmol) was added. After the solv... Product: ClC(C(CC(=C)C)O)(Cl)Cl (1,1,1-trichloro-4-methyl-4-pentene-2-ol). Reaction SMILES: [O:1]=[CH:2][C:3]([Cl:6])([Cl:5])[Cl:4].[CH3:7][C:8](=[CH2:10])[CH3:9].Cl>O>[Cl:4][C:3]([Cl:6])([Cl:5])[CH:2]([OH:1])[CH2:9][C:8]([CH3:10])=[CH2:7]. The solvent is O (water). The yield is 96.5%. Reported procedure: To 97.5 ml. (1 mole) of anhydrous chloral 0.5 g. of ferric chloride hexahydrate is added. To the obtained yellow clear solution 58-59 g. of isobutylene are introduced so that the temperature does not exceed 15°-20° C. To the reaction mixture a mixture of 35 ml. of water and 15 ml. of concentrated hydrochloric acid is added and the layers are separated. The organic layer is washed with water, diluted with benzene and water is removed from the mixture in a vacuo of 100 Hgmm. 194.6 g. (96.5%) of 1,... The reactants are O=CC(Cl)(Cl)Cl (chloral), CC(C)=C (isobutylene), Cl (hydrochloric acid), ferric chloride hexahydrate, solution.